Dataset: the Open Reaction Database (ORD), a public repository of structured organic reaction records. Task: describe an organic reaction: reactants, conditions, products, and yield Reactants: [O-]CC.[Na+] (sodium ethoxide), Cl (HCl), O=C1NC2=CC(=CC=C2C1)C(=O)C=1C=C(C=CC1)NC(=O)C1=NN(C(=C1)CC)C (5-Ethyl-1-methyl-1H-pyrazole-3-carboxylic acid [3-(2-oxo-2,3-dihydro-1H-indole-6-carbonyl)-phenyl]-amide), C(=O)OCC (ethyl formate). Solvent: C(C)O (ethanol), CCO (EtOH), C(C)O (ethanol). Conditions: temperature 78 celsius. Product: OC=C1C(NC2=CC(=CC=C12)C(=O)C=1C=C(C=CC1)NC(=O)C1=NN(C(=C1)CC)C)=O (5-Ethyl-1-methyl-1H-pyrazole-3-carboxylic acid [3-(3-hydroxymethylene-2-oxo-2,3-dihydro-1H-indole-6-carbonyl)-phenyl]-amide). Yield: 85.0%. As a reaction SMILES: [O:1]=[C:2]1[CH2:10][C:9]2[C:4](=[CH:5][C:6]([C:11]([C:13]3[CH:14]=[C:15]([NH:19][C:20]([C:22]4[CH:26]=[C:25]([CH2:27][CH3:28])[N:24]([CH3:29])[N:23]=4)=[O:21])[CH:16]=[CH:17][CH:18]=3)=[O:12])=[CH:7][CH:8]=2)[NH:3]1.[CH:30](OCC)=[O:31].[O-]CC.[Na+].Cl>C(O)C>[OH:31][CH:30]=[C:10]1[C:9]2[C:4](=[CH:5][C:6]([C:11]([C:13]3[CH:14]=[C:15]([NH:19][C:20]([C:22]4[CH:26]=[C:25]([CH2:27][CH3:28])[N:24]([CH3:29])[N:23]=4)=[O:21])[CH:16]=[CH:17][CH:18]=3)=[O:12])=[CH:7][CH:8]=2)[NH:3][C:2]1=[O:1] |f:2.3|. Procedure: 5-Ethyl-1-methyl-1H-pyrazole-3-carboxylic acid [3-(2-oxo-2,3-dihydro-1H-indole-6-carbonyl)-phenyl]-amide (0.240 g, 0.6179 mmol) and ethyl formate (0.148 mL, 1.84 mmol) were dissolved in anhydrous ethanol (6 mL). The resulting solution was treated in dropwise fashion with a 21 wt % solution of sodium ethoxide in ethanol (1.2 mL, 3.21 mmol). This reaction mixture was heated at 78° C. for 0.5 h, producing a black oil. Subsequently, the reaction mixture was cooled to room temperature, and then the r... Procedure: To make the succinyl CS-045 conjugate of β-phycoerythrin, first 44 mg of CS-045 was reacted for 5 hours at room temperature with 20 mg succinic anhydride in pyridine. Then 4 mg of the resulting succinyl CS-045 was reacted overnight at 4° C. with 2 mg EDC and 1.2 mg N-hydroxysuccinimide to produce CS-045 succinimide. Forty micrograms of this CS-045 succinimide was reacted for 4 hours at room temperature with 500 μg β-phycoerythrin. The final succinyl CS-045 conjugate of β-phycoerythrin was precip... Product: CC=1C(=C2C(=C(C1O)C)CCC(O2)(C)COC=3C=CC(=CC3)CC4C(=O)NC(=O)S4)C.C1(CCC(N1)=O)=O (CS-045 succinimide). Reactants: C1(CCC(=O)O1)=O (succinic anhydride), succinyl CS-045, C(CCl)Cl (EDC), ON1C(CCC1=O)=O (N-hydroxysuccinimide), succinyl CS-045, CC=1C(=C2C(=C(C1O)C)CCC(O2)(C)COC=3C=CC(=CC3)CC4C(=O)NC(=O)S4)C (CS-045). As a reaction SMILES: [CH3:1][C:2]1[C:3]([CH3:31])=[C:4]2[O:13][C:12]([CH2:15][O:16][C:17]3[CH:18]=[CH:19][C:20]([CH2:23][CH:24]4[S:30][C:28](=[O:29])[NH:27][C:25]4=[O:26])=[CH:21][CH:22]=3)([CH3:14])[CH2:11][CH2:10][C:5]2=[C:6]([CH3:9])[C:7]=1[OH:8].C1(=O)OC(=O)CC1.C(Cl)CCl.O[N:44]1[C:48](=[O:49])[CH2:47][CH2:46][C:45]1=[O:50]>N1C=CC=CC=1>[CH3:1][C:2]1[C:3]([CH3:31])=[C:4]2[O:13][C:12]([CH2:15][O:16][C:17]3[CH:18]=[CH:19][C:20]([CH2:23][CH:24]4[S:30][C:28](=[O:29])[NH:27][C:25]4=[O:26])=[CH:21][CH:22]=3)([CH3:14])[CH2:11][CH2:10][C:5]2=[C:6]([CH3:9])[C:7]=1[OH:8].[C:45]1(=[O:50])[NH:44][C:48](=[O:49])[CH2:47][CH2:46]1 |f:5.6|. Run in N1=CC=CC=C1 (pyridine). The reactants are O1C(CCC1=O)=O (Dihydrofuran-2,5-dione), C[Si](CCO)(C)C (2-(trimethylsilyl)ethanol). The reagents and catalysts are CN(C)C=1C=CN=CC1 (DMAP). The solvent is C1(=CC=CC=C1)C (toluene), CCOC(=O)C (EtOAc). The product is O=C(CCC(=O)O)OCC[Si](C)(C)C (4-Oxo-4-(2-(trimethylsilyl)ethoxy)butanoic acid). Isolated yield 118.0%. As a reaction SMILES: [O:1]1[C:5](=[O:6])[CH2:4][CH2:3][C:2]1=[O:7].[CH3:8][Si:9]([CH3:14])([CH3:13])[CH2:10][CH2:11][OH:12]>C1(C)C=CC=CC=1.CN(C1C=CN=CC=1)C.CCOC(C)=O>[O:6]=[C:5]([O:12][CH2:11][CH2:10][Si:9]([CH3:14])([CH3:13])[CH3:8])[CH2:4][CH2:3][C:2]([OH:7])=[O:1]. Procedure: Dihydrofuran-2,5-dione (8.0 g, 80 mmol) and 2-(trimethylsilyl)ethanol (5 g, 42.3 mmol) were dissolved in dry toluene (80 mL), followed by addition of DMAP (0.517 g, 4.23 mmol). The mixture was heated to reflux for 14 h. The mixture was cooled to rt, diluted with EtOAc (50 mL) and washed with aq. HCl (1 N, 3×30 mL). The organic layer was dried (Na2SO4), filtered, and concentrated to afford crude product as a white semi-solid (10.9 g, purity 85% as determined by 1H NMR, 100% yield), which is used ... The reactants are C(C)(=O)C=1C(=C(NC1C)C1=CC=CC=C1)N(C)C (4-Acetyl-3-dimethylamino-5-methyl-2-phenylpyrrole), ClC1=C(CCl)C=CC=C1 (o-chlorobenzyl chloride). The solvent is C(C)(C)O (isopropanol). Product: C(C)(=O)C=1C(=C(N(C1C)CC1=C(C=CC=C1)Cl)C1=CC=CC=C1)N(C)C (4-Acetyl-1-(o-chlorobenzyl)-5-methyl-3-dimethylamino-2-phenylpyrrole). The yield is 67.0%. RXN SMILES: [C:1]([C:4]1[C:5]([N:16]([CH3:18])[CH3:17])=[C:6]([C:10]2[CH:15]=[CH:14][CH:13]=[CH:12][CH:11]=2)[NH:7][C:8]=1[CH3:9])(=[O:3])[CH3:2].[Cl:19][C:20]1[CH:27]=[CH:26][CH:25]=[CH:24][C:21]=1[CH2:22]Cl>C(O)(C)C>[C:1]([C:4]1[C:5]([N:16]([CH3:18])[CH3:17])=[C:6]([C:10]2[CH:15]=[CH:14][CH:13]=[CH:12][CH:11]=2)[N:7]([CH2:22][C:21]2[CH:24]=[CH:25][CH:26]=[CH:27][C:20]=2[Cl:19])[C:8]=1[CH3:9])(=[O:3])[CH3:2]. Procedure details: The title compound is prepared in a 67% yield by starting from the compound of Example 43 and o-chlorobenzyl chloride, using procedure (a) of Example 49; m.p. 103°-5° C. (from isopropanol). As a reaction SMILES: [CH3:1][n:2]1[n:3][cH:4][c:5]2[c:6]([NH2:11])[cH:7][cH:8][cH:9][c:10]12.[CH3:25][c:26]1[cH:27][cH:28][cH:29][cH:30][cH:31]1.[Cl:12][C:13]([Cl:14])=[O:15].[Cl:16][c:17]1[cH:18][cH:19][c:20]([CH2:21][NH2:22])[cH:23][cH:24]1>>[CH3:1][n:2]1[n:3][cH:4][c:5]2[c:6]([NH:11][C:13](=[O:15])[NH:22][CH2:21][c:20]3[cH:19][cH:18][c:17]([Cl:16])[cH:24][cH:23]3)[cH:7][cH:8][cH:9][c:10]12. Starting materials: Cn1ncc2c(N)cccc21, Cc1ccccc1, O=C(Cl)Cl, NCc1ccc(Cl)cc1. The product is Cn1ncc2c(NC(=O)NCc3ccc(Cl)cc3)cccc21. Reactants: ClC1=CC(=C(C=C1[N+](=O)[O-])N1C(NC(N(C1=O)C)N(C)C)=O)F (3-(4-chloro-2-fluoro-5-nitrophenyl)-6-(dimethylamino)-5-methyl-1,3,5-triazine-2,4(1H,3H)-dione). Reagents/catalysts: [Fe] (iron). Run in C(C)(=O)OCC (ethyl acetate), C(C)(=O)O (acetic acid), C(C)(=O)O (acetic acid), C(C)(=O)OCC (ethyl acetate). Reaction conditions: time 30 minute. Product: NC=1C(=CC(=C(C1)N1C(NC(N(C1=O)C)N(C)C)=O)F)Cl (3-(5-amino-4-chloro-2-fluorophenyl)-6-(dimethylamino)-5-methyl-1,3,5-triazine-2,4(1H,3H)-dione), foam. As a reaction SMILES: [Cl:1][C:2]1[C:7]([N+:8]([O-])=O)=[CH:6][C:5]([N:11]2[C:16](=[O:17])[N:15]([CH3:18])[CH:14]([N:19]([CH3:21])[CH3:20])[NH:13][C:12]2=[O:22])=[C:4]([F:23])[CH:3]=1>C(O)(=O)C.C(OCC)(=O)C.[Fe]>[NH2:8][C:7]1[C:2]([Cl:1])=[CH:3][C:4]([F:23])=[C:5]([N:11]2[C:16](=[O:17])[N:15]([CH3:18])[CH:14]([N:19]([CH3:20])[CH3:21])[NH:13][C:12]2=[O:22])[CH:6]=1. Procedure details: To a slurry of iron powder (5.3 g) in 5% aqueous acetic acid (30 mL) was added dropwise a solution of the title compound of step B (2.8 g, 8.1 mmol) in a mixture of concentrated acetic acid (25 mL) and ethyl acetate (25 mL) at room temperature. The reaction was stirred at room temperature for 30 minutes, diluted with excess ethyl acetate, filtered through Celite®, and washed with water. The aqueous phase was extracted with ethyl acetate and the combined organic layers were washed with saturated ... Starting materials: C(C)OC(=O)C1CCC2CCC(N12)=O (hexahydro-5-oxo-1H-pyrrolizine-3-carboxylic acid ethyl ester), C[C@@H]1N([C@H](CCC1)C)CCCN (trans-3-[2,6-dimethylpiperidinyl]propylamine). The product is CC1N(C(CCC1)C)CCCNC(=O)C1CCC2CCC(N12)=O (N-[3-[2,6-dimethyl-1-piperidinyl]propyl]-hexahydro-5-oxo-1H-pyrrolizine-3-carboxamide). As a reaction SMILES: C(O[C:4]([CH:6]1[N:13]2[CH:9]([CH2:10][CH2:11][C:12]2=[O:14])[CH2:8][CH2:7]1)=[O:5])C.[CH3:15][C@H:16]1[CH2:21][CH2:20][CH2:19][C@H:18]([CH3:22])[N:17]1[CH2:23][CH2:24][CH2:25][NH2:26]>>[CH3:15][CH:16]1[CH2:21][CH2:20][CH2:19][CH:18]([CH3:22])[N:17]1[CH2:23][CH2:24][CH2:25][NH:26][C:4]([CH:6]1[N:13]2[CH:9]([CH2:10][CH2:11][C:12]2=[O:14])[CH2:8][CH2:7]1)=[O:5]. Procedure: A solution of hexahydro-5-oxo-1H-pyrrolizine-3-carboxylic acid ethyl ester (5.0 g, 0.0254 mol) in trans-3-[2,6-dimethylpiperidinyl]propylamine (34 g, 0.2 mol) is stirred at room temperature 24 hours. The solution is concentrated at reduced pressure and distilled to yield N-[3-[2,6-dimethyl-1-piperidinyl]propyl]-hexahydro-5-oxo-1H-pyrrolizine-3-carboxamide, trans-isomer. The reactants are C(C)(C)N(CC)C(C)C (diisopropylethylamine), OC1=NSN=C1C1=CC=CC=C1 (3-hydroxy-4-phenyl-1,2,5-thiadiazole), S(N)(=O)(=O)Cl (sulfamoyl chloride). Solvent: C(C)#N (acetonitrile), C(C)#N (acetonitrile). The product is C1(=CC=CC=C1)C=1C(=NSN1)OS(N)(=O)=O (Sulfamic acid 4-phenyl-1,2,5-thiadiazol-3-yl ester). RXN SMILES: [OH:1][C:2]1[C:6]([C:7]2[CH:12]=[CH:11][CH:10]=[CH:9][CH:8]=2)=[N:5][S:4][N:3]=1.[S:13](Cl)(=[O:16])(=[O:15])[NH2:14].C(N(C(C)C)CC)(C)C>C(#N)C>[C:7]1([C:6]2[C:2]([O:1][S:13](=[O:16])(=[O:15])[NH2:14])=[N:3][S:4][N:5]=2)[CH:12]=[CH:11][CH:10]=[CH:9][CH:8]=1. Procedure: A slurry of 3-hydroxy-4-phenyl-1,2,5-thiadiazole (15.0 g, 0.084 mole) in acetonitrile (100 ml) was treated by the simultaneous dropwise addition of a sulfamoyl chloride solution in acetonitrile (0.20 mole, 66 ml of 3M) and a diisopropylethylamine solution (0.22 mole in enough 1:1 acetonitrile/methylene chloride to make 66 ml). High Pressure Liquid Chromatography analysis indicated a maximum of 85% conversion of starting material to product. The reaction was worked up by concentration of the reac... The reactants are ClC1=NC=C(C=C1)C1=C(C=CC=C1F)F (2-chloro-5-(2,6-difluorophenyl)pyridine), C(C)(C)N1CCNCC1 (1-isopropylpiperazine). Yields the product Cl.Cl.FC1=C(C(=CC=C1)F)C=1C=CC(=NC1)N1CCN(CC1)C(C)C (1-[5-(2,6-Difluorophenyl)pyridin-2-yl]-4-isopropylpiperazine, dihydrochloride). As a reaction SMILES: [Cl:1][C:2]1[CH:7]=[CH:6][C:5]([C:8]2[C:13]([F:14])=[CH:12][CH:11]=[CH:10][C:9]=2[F:15])=[CH:4][N:3]=1.[CH:16]([N:19]1[CH2:24][CH2:23][NH:22][CH2:21][CH2:20]1)([CH3:18])[CH3:17]>>[ClH:1].[ClH:1].[F:15][C:9]1[CH:10]=[CH:11][CH:12]=[C:13]([F:14])[C:8]=1[C:5]1[CH:6]=[CH:7][C:2]([N:22]2[CH2:23][CH2:24][N:19]([CH:16]([CH3:18])[CH3:17])[CH2:20][CH2:21]2)=[N:3][CH:4]=1 |f:2.3.4|. Reported procedure: The title compound was prepared by a similar procedure to that described in Example 1, starting from 2-chloro-5-(2,6-difluorophenyl)pyridine and 1-isopropylpiperazine. Reactants: CCn1c(=O)c(-c2cc(OC)cc(OC)c2)cc2cnc(SC)nc21, [Li], [NH2-], Nc1ccncc1, C1CCOC1, O. The product is CCn1c(=O)c(-c2cc(OC)cc(OC)c2)cc2cnc(Nc3ccncc3)nc21. RXN SMILES: [CH3:10][S:11][c:12]1[n:13][cH:14][c:15]2[c:16]([n:17]1)[n:18]([CH2:33][CH3:34])[c:19](=[O:32])[c:20](-[c:22]1[cH:23][c:24]([O:30][CH3:31])[cH:25][c:26]([O:28][CH3:29])[cH:27]1)[cH:21]2.[Li:8].[NH2-:9].[NH2:1][c:2]1[cH:3][cH:4][n:5][cH:6][cH:7]1.[O:36]1[CH2:37][CH2:38][CH2:39][CH2:40]1.[OH2:35]>>[NH:1]([c:2]1[cH:3][cH:4][n:5][cH:6][cH:7]1)[c:12]1[n:13][cH:14][c:15]2[c:16]([n:17]1)[n:18]([CH2:33][CH3:34])[c:19](=[O:32])[c:20](-[c:22]1[cH:23][c:24]([O:30][CH3:31])[cH:25][c:26]([O:28][CH3:29])[cH:27]1)[cH:21]2.